This data is from the Open Reaction Database (ORD), a public repository of structured organic reaction records. The task is: describe an organic reaction: reactants, conditions, products, and yield Starting materials: C(=O)O (Formic acid), C=O (formaldehyde), N1=CC(=CC=C1)C1NC2CCC1CC2 ((+/-)-3-(3-pyridyl)-2-azabicyclo[2.2.2]octane), [OH-].[Na+] (NaOH). The solvent is O (water). Reaction conditions: temperature 0 celsius. Yields the product CN1C2CCC(C1C=1C=NC=CC1)CC2 ((±)-2-Methyl-3-(3-pyridyl)-2-azabicylo[2.2.2]octane). Isolated yield 88.0%. Reaction SMILES: C(O)=O.[CH2:4]=O.[N:6]1[CH:11]=[CH:10][CH:9]=[C:8]([CH:12]2[CH:17]3[CH2:18][CH2:19][CH:14]([CH2:15][CH2:16]3)[NH:13]2)[CH:7]=1.[OH-].[Na+]>O>[CH3:4][N:13]1[CH:12]([C:8]2[CH:7]=[N:6][CH:11]=[CH:10][CH:9]=2)[CH:17]2[CH2:18][CH2:19][CH:14]1[CH2:15][CH2:16]2 |f:3.4|. Procedure: Formic acid (5 mL, 95-97%) and formaldehyde (0.5 mL, 37%) were added to 3-(3-pyridyl)-2-azabicylo[2.2.2]octane (XIII) (170 mg) and refluxed for 24 hours under N2. The reaction mixture was cooled to 0° C. (ice bath), basified by addition of a solution of 40% w/v NaOH in water (pH=9) and extracted with chloroform (4×10 mL). The combined extracts were dried over anhydrous K2CO3, filtered and concentrated. The resulting oil was purified by distillation under reduced pressure (116°-118° C./0.4 mm Hg)... Reactants: FC1=CC=C(C=C1)C=1C(=NC=NC1N1CCC(CC1)C=1N(C=C(N1)C1=CC(=C(C=C1)F)C(F)(F)F)C)N (5-(4-Fluoro-phenyl)-6-{4-[4-(4-fluoro-3-trifluoromethyl-phenyl)-1-methyl-1H-imidazol-2-yl]-piperidin-1-yl}-pyrimidin-4-ylamine), CC1=CC=C(S1)B1OC(C)(C)C(C)(C)O1 (5-methylthiophene-2-boronic acid pinacol ester). The product is FC1=C(C=C(C=C1)C=1N=C(N(C1)C)C1CCN(CC1)C1=C(C(=NC=N1)N)C=1SC(=CC1)C)C(F)(F)F (6-{4-[4-(4-Fluoro-3-trifluoromethyl-phenyl)-1-methyl-1H-imidazol-2-yl]-piperidin-1-yl}-5-(5-methyl-thiophen-2-yl)-pyrimidin-4-ylamine). As a reaction SMILES: F[C:2]1[CH:7]=C[C:5]([C:8]2[C:9]([NH2:37])=[N:10][CH:11]=[N:12][C:13]=2[N:14]2[CH2:19][CH2:18][CH:17]([C:20]3[N:21]([CH3:36])[CH:22]=[C:23]([C:25]4[CH:30]=[CH:29][C:28]([F:31])=[C:27]([C:32]([F:35])([F:34])[F:33])[CH:26]=4)[N:24]=3)[CH2:16][CH2:15]2)=[CH:4][CH:3]=1.CC1[S:43]C(B2OC(C)(C)C(C)(C)O2)=CC=1>>[F:31][C:28]1[CH:29]=[CH:30][C:25]([C:23]2[N:24]=[C:20]([CH:17]3[CH2:18][CH2:19][N:14]([C:13]4[N:12]=[CH:11][N:10]=[C:9]([NH2:37])[C:8]=4[C:5]4[S:43][C:2]([CH3:7])=[CH:3][CH:4]=4)[CH2:15][CH2:16]3)[N:21]([CH3:36])[CH:22]=2)=[CH:26][C:27]=1[C:32]([F:35])([F:34])[F:33]. Reported procedure: The title compound was prepared in an analogous manner as 5-(4-Fluoro-phenyl)-6-{4-[4-(4-fluoro-3-trifluoromethyl-phenyl)-1-methyl-1H-imidazol-2-yl]-piperidin-1-yl}-pyrimidin-4-ylamine using 5-methylthiophene-2-boronic acid pinacol ester instead of 4-fluorophenylboronic acid. LC-MS: (M+1=517, obsd.=517). The reactants are CC(C)(C)OC(=O)N1C(CCSc2ccc(F)cc2)COC1(C)C, CCO, Cl. The product is NC(CO)CCSc1ccc(F)cc1. RXN SMILES: [C:1]([O:2][C:3](=[O:7])[N:8]1[C:4]([CH3:5])([CH3:6])[O:10][CH2:11][CH:12]1[CH2:13][CH2:14][S:15][c:16]1[cH:17][cH:18][c:19]([F:22])[cH:20][cH:21]1)([CH3:9])([CH3:23])[CH3:24].[CH3:26][CH2:27][OH:28].[ClH:25]>>[NH2:8][CH:12]([CH2:11][OH:10])[CH2:13][CH2:14][S:15][c:16]1[cH:17][cH:18][c:19]([F:22])[cH:20][cH:21]1. The product is CS(=O)(=O)O, COc1c(N2CCC(N)C(C)(C)C2)c(F)cc2c(=O)c(C(=O)O)cn(C3CC3)c12. Reactants: CS(=O)(=O)O, COc1c(N2CCC(N)C(C)(C)C2)c(F)cc2c(=O)c(C(=O)O)cn(C3CC3)c12, CC(C)O. As a reaction SMILES: [CH3:30][S:31]([OH:32])(=[O:33])=[O:34].[CH:1]1([n:4]2[cH:5][c:6]([C:27](=[O:28])[OH:29])[c:7](=[O:26])[c:8]3[cH:9][c:10]([F:25])[c:11]([N:16]4[CH2:17][C:18]([CH3:23])([CH3:24])[CH:19]([NH2:22])[CH2:20][CH2:21]4)[c:12]([O:14][CH3:15])[c:13]23)[CH2:2][CH2:3]1.[CH:35]([OH:36])([CH3:37])[CH3:38]>>[CH3:30][S:31](=[O:32])(=[O:33])[OH:34].[CH:1]1([n:4]2[cH:5][c:6]([C:27](=[O:28])[OH:29])[c:7](=[O:26])[c:8]3[cH:9][c:10]([F:25])[c:11]([N:16]4[CH2:17][C:18]([CH3:23])([CH3:24])[CH:19]([NH2:22])[CH2:20][CH2:21]4)[c:12]([O:14][CH3:15])[c:13]23)[CH2:2][CH2:3]1. The reactants are C(C1=CC=CC=C1)OC(=O)N1[C@H](C[C@H](C1)OC)CC#N ((2S,4R)-1-benzyloxycarbonyl-2-cyanomethyl-4-methoxypyrrolidine), BrCC(=O)OCC (ethyl bromoacetate), O (water). The reagents and catalysts are [Zn] (zinc), BrCC(=O)OCC (ethyl bromoacetate). Run in O1CCOCC1 (dioxane), aqueous solution, Cl (hydrochloric acid), O1CCCC1 (tetrahydrofuran), O1CCCC1 (tetrahydrofuran), C(C)(=O)OCC (ethyl acetate). Run at time 3 hour. The product is C(C1=CC=CC=C1)OC(=O)N1[C@@H](C[C@H](C1)OC)CC(CC(=O)OCC)=O ((2S,4R)-1-Benzyloxycarbonyl-2-(3-ethoxycarbonyl-2-oxopropyl)-4-methoxypyrrolidine). Yield: 71.0%. As a reaction SMILES: [CH2:1]([O:8][C:9]([N:11]1[CH2:15][C@H:14]([O:16][CH3:17])[CH2:13][C@@H:12]1[CH2:18][C:19]#N)=[O:10])[C:2]1[CH:7]=[CH:6][CH:5]=[CH:4][CH:3]=1.Br[CH2:22][C:23]([O:25][CH2:26][CH3:27])=[O:24].[OH2:28]>O1CCCC1.C(OCC)(=O)C.O1CCOCC1.Cl.[Zn].BrCC(OCC)=O>[CH2:1]([O:8][C:9]([N:11]1[CH2:15][C@H:14]([O:16][CH3:17])[CH2:13][C@H:12]1[CH2:18][C:19](=[O:28])[CH2:22][C:23]([O:25][CH2:26][CH3:27])=[O:24])=[O:10])[C:2]1[CH:7]=[CH:6][CH:5]=[CH:4][CH:3]=1. Procedure details: 0.5 ml (4.51 mmol) of ethyl bromoacetate were added at 90° C. to a suspension of 57.19 g (875 mmol) of zinc powder in 600 ml of tetrahydrofuran and the resulting reaction mixture was heated under reflux for 1 hour. A solution of 30.00 g (109 mmol) of (2S,4R)-1-benzyloxycarbonyl-2-cyanomethyl-4-methoxypyrrolidine [prepared as described in Preparative Example 1(i)′ above] in 30 ml of tetrahydrofuran and 84.9 ml (766 mmol) of ethyl bromoacetate were added successively to this reaction mixture, and ... Starting materials: CCOC(=O)C(SC)c1cc(C=C2SC(=O)NC2=O)ccc1OC, CC(=O)O, [Zn]. The product is CCOC(=O)Cc1cc(C=C2SC(=O)NC2=O)ccc1OC. Reaction SMILES: [CH3:1][S:2][CH:3]([C:4](=[O:5])[O:6][CH2:7][CH3:8])[c:9]1[c:10]([O:23][CH3:24])[cH:11][cH:12][c:13]([CH:15]=[C:16]2[C:17](=[O:22])[NH:18][C:19](=[O:21])[S:20]2)[cH:14]1.[CH3:26][C:27](=[O:28])[OH:29].[Zn:25]>>[CH2:3]([C:4](=[O:5])[O:6][CH2:7][CH3:8])[c:9]1[c:10]([O:23][CH3:24])[cH:11][cH:12][c:13]([CH:15]=[C:16]2[C:17](=[O:22])[NH:18][C:19](=[O:21])[S:20]2)[cH:14]1. Reactants: BrC1=C(OC2=NC=C(C=N2)OC)C=CC=C1 (2-(2-bromophenoxy)-5-methoxypyrimidine), FC1=C(C=CC(=C1)B1OC(C(O1)(C)C)(C)C)C=1C=NC(=NC1)N (5-(2-fluoro-4-(4,4,5,5-tetramethyl-1,3,2-dioxaborolan-2-yl)phenyl)pyrimidin-2-amine). Yields the product FC=1C=C(C=CC1C=1C=NC(=NC1)N)C1=C(C=CC=C1)OC1=NC=C(C=N1)OC (5-{3-Fluoro-2′-[(5-methoxypyrimidin-2-yl)oxy]biphenyl-4-yl}pyrimidin-2-amine). As a reaction SMILES: Br[C:2]1[CH:16]=[CH:15][CH:14]=[CH:13][C:3]=1[O:4][C:5]1[N:10]=[CH:9][C:8]([O:11][CH3:12])=[CH:7][N:6]=1.[F:17][C:18]1[CH:23]=[C:22](B2OC(C)(C)C(C)(C)O2)[CH:21]=[CH:20][C:19]=1[C:33]1[CH:34]=[N:35][C:36]([NH2:39])=[N:37][CH:38]=1>>[F:17][C:18]1[CH:23]=[C:22]([C:2]2[CH:16]=[CH:15][CH:14]=[CH:13][C:3]=2[O:4][C:5]2[N:10]=[CH:9][C:8]([O:11][CH3:12])=[CH:7][N:6]=2)[CH:21]=[CH:20][C:19]=1[C:33]1[CH:38]=[N:37][C:36]([NH2:39])=[N:35][CH:34]=1. Procedure details: The title compound was prepared in a manner similar to that described in Example 88 using 2-(2-bromophenoxy)-5-methoxypyrimidine and 5-(2-fluoro-4-(4,4,5,5-tetramethyl-1,3,2-dioxaborolan-2-yl)phenyl)pyrimidin-2-amine. MS (ESI): mass calcd. for C21H16FN5O2, 389.13; m/z found, 390.1 [M+H]+. 1H NMR (500 MHz, DMSO-d6) δ 8.30-8.26 (m, 3H), 7.96 (d, J=1.5, 1H), 7.78 (m, 1H), 7.52 (dd, J=7.6, 1.7, 1H), 7.46-7.39 (m, 1H), 7.37-7.26 (m, 3H), 7.19 (dd, J=8.1, 1.2, 1H), 6.66 (s, 2H), 3.76 (d, J=1.9, 3H). Starting materials: 51, OC1=CC=C(C=C1)C(C)(C)C1=CC=C(C=C1)O (bis-phenol A), Polyester, C1CO1 (ethylene oxide), Polyester, [N-]=C=O (isocyanate), NC(=O)OCC (Urethane), Polyester, C(C=1C(C(=O)OCCCC)=CC=CC1)(=O)OCCCC (dibutyl phthalate), C(C1=CC(C(=O)O)=CC=C1)(=O)O (iso-phthalic acid). Solvent: C(C)(=O)OCC (ethyl acetate), C1(=CC=CC=C1)C (toluene). Run at temperature 110 celsius. Product: OC1=CC=C(C=C1)C(C)(C)C1=CC=C(C=C1)O (bis-phenol A), C1CO1 (ethylene oxide), C(C1=CC=C(C(=O)O)C=C1)(=O)O (terephthalic acid), Solution 1. RXN SMILES: [OH:1][C:2]1[CH:7]=[CH:6][C:5]([C:8]([C:11]2[CH:16]=[CH:15][C:14]([OH:17])=[CH:13][CH:12]=2)([CH3:10])[CH3:9])=[CH:4][CH:3]=1.[CH2:18]1[O:20][CH2:19]1.C(O)(=O)[C:22]1[CH:30]=[CH:29][CH:28]=[C:24]([C:25]([OH:27])=[O:26])[CH:23]=1.C(OCCCC)(=O)C1C(=CC=CC=1)[C:36]([O:38]CCCC)=[O:37].[N-]=C=O.NC(OCC)=O>C1(C)C=CC=CC=1.C(OCC)(=O)C>[OH:1][C:2]1[CH:3]=[CH:4][C:5]([C:8]([C:11]2[CH:12]=[CH:13][C:14]([OH:17])=[CH:15][CH:16]=2)([CH3:10])[CH3:9])=[CH:6][CH:7]=1.[CH2:19]1[O:20][CH2:18]1.[C:25]([OH:27])(=[O:26])[C:24]1[CH:23]=[CH:22][C:30]([C:36]([OH:38])=[O:37])=[CH:29][CH:28]=1. Procedure details: In a reaction vessel having a cooler, a stirrer and a nitrogen introducing tube, 343 parts of adduct of bis-phenol A and 2 moles of ethylene oxide, 166 parts of iso-phthalic acid and 2 parts of dibutyl phthalate are put, and reacted for 8 hours at 230° C. under an ordinal pressure, and further reacted for 5 hours under a reduced pressure of from 10 to 15 mmHg (from 1.33 to 1.99 Pa) and then cooled by 110° C. Then 17 parts of isoborondiisocyanate was added in toluene and reacted for 5 hours at 11... As a reaction SMILES: [CH2:3]([CH2:4][CH2:5][CH:6]=[CH2:7])[O:8][c:9]1[n:10][s:11][n:12][c:13]1-[c:14]1[cH:15][n:16][cH:17][cH:18][cH:19]1.[CH3:1][I:2].[CH3:20][C:21](=[O:22])[CH3:23]>>[CH3:1][n+:16]1[cH:15][c:14](-[c:13]2[c:9]([O:8][CH2:3][CH2:4][CH2:5][CH:6]=[CH2:7])[n:10][s:11][n:12]2)[cH:19][cH:18][cH:17]1.[I-:2]. The product is C=CCCCOc1nsnc1-c1ccc[n+](C)c1, [I-]. Reactants: C=CCCCOc1nsnc1-c1cccnc1, CI, CC(C)=O. Starting materials: ClC1=C(C=CC=C1Cl)S (2,3-dichloro-thiophenol), C[O-].[Na+] (sodium methanolate), ClCC#N (chloroacetonitrile). Run in CO (methanol). Reaction conditions: time 15 minute. The product is ClC(C#N)SC1=CC(=CC=C1)Cl (2,3-dichloro-phenylthioacetonitrile). Yield: 59.1%. Reaction SMILES: Cl[C:2]1[C:7]([Cl:8])=[CH:6][CH:5]=[CH:4][C:3]=1[SH:9].C[O-].[Na+].[Cl:13][CH2:14][C:15]#[N:16]>CO>[Cl:13][CH:14]([S:9][C:3]1[CH:4]=[CH:5][CH:6]=[C:7]([Cl:8])[CH:2]=1)[C:15]#[N:16] |f:1.2|. Procedure: 15.0 g (83.8 mmol) of 2,3-dichloro-thiophenol are introduced into 50 ml of absolute methanol, 4.5 g (83.8 mmol) of sodium methanolate are added in portions, with cooling, and the mixture is stirred for 15 minutes at room temperature. 6.3 g (83.8 mmol) of chloroacetonitrile are subsequently added dropwise, and the mixture is stirred for 2 hours at room temperature and for a further 5 hours at reflux temperature. The entire batch is then filtered while hot and concentrated in vacuo. 10.8 g (59.1% ...